The task is: describe an organic reaction: reactants, conditions, products, and yield. This data is from the Open Reaction Database (ORD), a public repository of structured organic reaction records. Starting materials: ClC1=C(CCCC1)C#N (2-chloro-cyclohex-1-enecarbonitrile), C(=O)([O-])[O-].[K+].[K+] (K2CO3), C(C)OC(CS)=O (mercapto-acetic acid ethyl ester). Run in CCO.C1CCOC1 (EtOH THF). Run at temperature 90 celsius. Yields the product C(C)OC(=O)C1=C(C2=C(S1)CCCC2)N (3-Amino-4,5,6,7-tetrahydro-benzo[b]thiophene-2-carboxylic acid ethyl ester). The yield is 101.4%. As a reaction SMILES: Cl[C:2]1[CH2:7][CH2:6][CH2:5][CH2:4][C:3]=1[C:8]#[N:9].C([O-])([O-])=O.[K+].[K+].[CH2:16]([O:18][C:19](=[O:22])[CH2:20][SH:21])[CH3:17]>CCO.C1COCC1>[CH2:16]([O:18][C:19]([C:20]1[S:21][C:2]2[CH2:7][CH2:6][CH2:5][CH2:4][C:3]=2[C:8]=1[NH2:9])=[O:22])[CH3:17] |f:1.2.3,5.6|. Procedure details: A 250 mL flask was charged with 2-chloro-cyclohex-1-enecarbonitrile (3.0 g, 21 mmol) in a 6:1 mixture of EtOH/THF (42 mL), K2CO3 (2.9 g, 21 mmol), and mercapto-acetic acid ethyl ester (3.5 mL, 32 mmol), after which it was fitted with a reflux condenser under N2 atmosphere and heated to 90° C. for 24 h. The mixture was filtered through a pad of diatomaceous earth, such as Celite®, rinsing thoroughly with MeOH (400 mL). After concentration, the title compound was purified by FCC (60% ethyl acetate... The reactants are C(C)N(S(=O)(=O)C)C1=C(C=CC=C1)B1OC(C(O1)(C)C)(C)C (N-ethyl-N-(2-(4,4,5,5,-tetramethyl-1,3,2-dioxaborolan-2-yl)phenyl)methanesulfonamide), BrC1=CC(=C(C=C1)C=1N=CC(=NC1)N)F (5-(4-bromo-2-fluorophenyl)pyrazin-2-amine). Product: NC=1N=CC(=NC1)C1=C(C=C(C=C1)C1=C(C=CC=C1)N(S(=O)(=O)C)CC)F (N-[4′-(5-Aminopyrazin-2-yl)-3′-fluorobiphenyl-2-yl]-N-ethylmethanesulfonamide). As a reaction SMILES: [CH2:1]([N:3]([C:8]1[CH:13]=[CH:12][CH:11]=[CH:10][C:9]=1B1OC(C)(C)C(C)(C)O1)[S:4]([CH3:7])(=[O:6])=[O:5])[CH3:2].Br[C:24]1[CH:29]=[CH:28][C:27]([C:30]2[N:31]=[CH:32][C:33]([NH2:36])=[N:34][CH:35]=2)=[C:26]([F:37])[CH:25]=1>>[NH2:36][C:33]1[N:34]=[CH:35][C:30]([C:27]2[CH:28]=[CH:29][C:24]([C:9]3[CH:10]=[CH:11][CH:12]=[CH:13][C:8]=3[N:3]([CH2:1][CH3:2])[S:4]([CH3:7])(=[O:5])=[O:6])=[CH:25][C:26]=2[F:37])=[N:31][CH:32]=1. Procedure details: The title compound was prepared using methods analogous to those described in Step B of Example 369 by using N-ethyl-N-(2-(4,4,5,5,-tetramethyl-1,3,2-dioxaborolan-2-yl)phenyl)methanesulfonamide and 5-(4-bromo-2-fluorophenyl)pyrazin-2-amine. MS (ESI): mass calcd. C19H19FN4O2S.C2HF3O2, 386.12; m/z found, 387.1 [M+H]+. 1H NMR (400 MHz, CDCl3) δ 8.44 (d, J=1.2, 1H), 8.33 (d, J=1.2, 1H), 8.14-8.04 (m, 1H), 7.51-7.33 (m, 6H), 3.46 (s, 2H), 2.95 (s, 3H), 1.05 (t, J=7.2, 3H). The reactants are CCN(CC)C(=O)c1ccc(OC)cc1SC, C1CCOC1, [Li]CCCC, CC(C)NC(C)C. The product is COc1ccc2c(c1)SCC2=O. RXN SMILES: [CH2:13]([N:14]([CH2:15][CH3:28])[C:16]([c:17]1[c:18]([S:25][CH3:26])[cH:19][c:20]([O:23][CH3:24])[cH:21][cH:22]1)=[O:27])[CH3:29].[CH2:30]1[O:31][CH2:32][CH2:33][CH2:34]1.[CH3:1][CH2:2][CH2:3][CH2:4][Li:5].[CH:6]([NH:7][CH:8]([CH3:9])[CH3:10])([CH3:11])[CH3:12]>>[C:16]1(=[O:27])[c:17]2[c:18]([cH:19][c:20]([O:23][CH3:24])[cH:21][cH:22]2)[S:25][CH2:26]1. Starting materials: COC(=O)c1ccc(Cc2c[nH]c3ccc(C#N)cc23)c(OC)c1, CCOC(C)=O, CCCCCC, CC(=O)O, [H][H], O, c1ccncc1. Yields the product COC(=O)c1ccc(Cc2c[nH]c3ccc(C=O)cc23)c(OC)c1. Reaction SMILES: [C:1](#[N:2])[c:3]1[cH:4][c:5]2[c:6]([CH2:12][c:13]3[c:14]([O:23][CH3:24])[cH:15][c:16]([C:17](=[O:18])[O:19][CH3:20])[cH:21][cH:22]3)[cH:7][nH:8][c:9]2[cH:10][cH:11]1.[CH3:27][CH2:28][O:29][C:30](=[O:31])[CH3:32].[CH3:33][CH2:34][CH2:35][CH2:36][CH2:37][CH3:38].[CH3:40][C:41](=[O:42])[OH:43].[H:25][H:26].[OH2:39].[cH:44]1[cH:45][cH:46][n:47][cH:48][cH:49]1>>[CH:1]([c:3]1[cH:4][c:5]2[c:6]([CH2:12][c:13]3[c:14]([O:23][CH3:24])[cH:15][c:16]([C:17](=[O:18])[O:19][CH3:20])[cH:21][cH:22]3)[cH:7][nH:8][c:9]2[cH:10][cH:11]1)=[O:29]. Reactants: CC1CO1, CCO, Cl, O=C(Cl)c1ccc(F)cc1, Nc1cccc(C(=O)C2CCNCC2)c1. The product is Cl, O=C(Nc1cccc(C(=O)C2CCNCC2)c1)c1ccc(F)cc1. RXN SMILES: [CH2:17]1[O:18][CH:19]1[CH3:20].[CH3:31][CH2:32][OH:33].[ClH:16].[F:21][c:22]1[cH:23][cH:24][c:25]([C:26](=[O:27])[Cl:28])[cH:29][cH:30]1.[NH2:1][c:2]1[cH:3][c:4]([C:5](=[O:6])[CH:7]2[CH2:8][CH2:9][NH:10][CH2:11][CH2:12]2)[cH:13][cH:14][cH:15]1>>[ClH:28].[NH:1]([c:2]1[cH:3][c:4]([C:5](=[O:6])[CH:7]2[CH2:8][CH2:9][NH:10][CH2:11][CH2:12]2)[cH:13][cH:14][cH:15]1)[C:26]([c:25]1[cH:24][cH:23][c:22]([F:21])[cH:30][cH:29]1)=[O:27]. The reactants are C(C)(C)(C)[Mg]Cl (tert-butylmagnesium chloride), C(#N)[Cu] (CuCN), BrC=1C=CC(=NC1)NC(OC(C)(C)C)=O (tert-butyl 5-bromopyridin-2-ylcarbamate). Solvent: C1CCOC1 (THF). Conditions: temperature -78 celsius, time 20 minute. The product is C(C)(C)(C)C=1C=CC(=NC1)NC(OC(C)(C)C)=O (tert-butyl 5-tert-butylpyridin-2-ylcarbamate). Isolated yield 21.0%. Reaction SMILES: C([Cu])#N.[C:4]([Mg]Cl)([CH3:7])([CH3:6])[CH3:5].Br[C:11]1[CH:12]=[CH:13][C:14]([NH:17][C:18](=[O:24])[O:19][C:20]([CH3:23])([CH3:22])[CH3:21])=[N:15][CH:16]=1>C1COCC1>[C:4]([C:11]1[CH:12]=[CH:13][C:14]([NH:17][C:18](=[O:24])[O:19][C:20]([CH3:23])([CH3:22])[CH3:21])=[N:15][CH:16]=1)([CH3:7])([CH3:6])[CH3:5]. Reported procedure: To a mixture of anhydrous CuCN (2.7 g, 30.4 mmol) in 100 mL of THF was added a solution of tert-butylmagnesium chloride (30.4 mL, 60.2 mmol, 2M solution in THF) under N2 at −78° C. After 20 minutes, tert-butyl 5-bromopyridin-2-ylcarbamate (2.1 g, 7.6 mmol, Aldrich) was added. The reaction mixture was stirred for 2 hours at −78° C. and then at room temperature for 12 hours. The mixture was quenched with saturated aqueous NH4OH and basified to pH 7 with 20% aqueous NaOH. The solid was filtered thr... Starting materials: solution, C[Si](C)(C)[N-][Si](C)(C)C.[Li+] (lithium bis(trimethylsilyl)amide), C1CCOC1 (THF), ClC1=CC=C(C=C1)C=1C(=NC(=C(C#N)C1)OCC#N)C1=C(C=C(C=C1)Cl)Cl (5-(4-Chlorophenyl)-2-(cyanomethoxy)-6-(2,4-dichlorophenyl)-nicotinonitrile). Conditions: temperature 0 celsius, time 15 minute. Yields the product NC1=C(OC2=NC(=C(C=C21)C2=CC=C(C=C2)Cl)C2=C(C=C(C=C2)Cl)Cl)C#N (3-Amino-5-(4-chlorophenyl)-6-(2,4-dichlorophenyl)furo[2,3-b]-pyridine-2-carbonitrile). As a reaction SMILES: [Cl:1][C:2]1[CH:7]=[CH:6][C:5]([C:8]2[C:9]([C:20]3[CH:25]=[CH:24][C:23]([Cl:26])=[CH:22][C:21]=3[Cl:27])=[N:10][C:11]([O:16][CH2:17][C:18]#[N:19])=[C:12]([CH:15]=2)[C:13]#[N:14])=[CH:4][CH:3]=1.C[Si]([N-][Si](C)(C)C)(C)C.[Li+].C1COCC1>>[NH2:14][C:13]1[C:12]2[C:11](=[N:10][C:9]([C:20]3[CH:25]=[CH:24][C:23]([Cl:26])=[CH:22][C:21]=3[Cl:27])=[C:8]([C:5]3[CH:6]=[CH:7][C:2]([Cl:1])=[CH:3][CH:4]=3)[CH:15]=2)[O:16][C:17]=1[C:18]#[N:19] |f:1.2|. Procedure: A solution of the product from Step A (0.132 g; 0.319 mmol) in TB (3 mL) cooled to 0° C. was treated with 1 M solution of lithium bis(trimethylsilyl)amide in THF (701 μL; 0.701 mmol) and stirred at 0° C. under nitrogen for 15 minutes. The reaction mixture was warmed to room temperature and then stirred for an additional 15 minutes. The reaction mixture was partitioned between EtOAc and 10% NaHSO4 aqueous solution. The organic layer was washed twice with saturated NaHCO3 solution, brine, dried (N...